From a dataset of the Open Reaction Database (ORD), a public repository of structured organic reaction records. describe an organic reaction: reactants, conditions, products, and yield The reactants are CC(C)(C)NC1=NC2(CS1)c1cc(Br)ccc1Oc1ccc(I)cc12, COCCOC, CCOC(C)=O, [Na+], [Na+], O=C([O-])[O-], O, OB(O)c1cncnc1. The product is CC(C)(C)NC1=NC2(CS1)c1cc(Br)ccc1Oc1ccc(-c3cncnc3)cc12. As a reaction SMILES: [Br:16][c:17]1[cH:18][c:19]2[c:20]([cH:21][cH:22]1)[O:23][c:24]1[cH:25][cH:26][c:27]([I:40])[cH:28][c:29]1[C:30]21[N:31]=[C:32]([NH:35][C:36]([CH3:37])([CH3:38])[CH3:39])[S:33][CH2:34]1.[CH3:41][O:42][CH2:43][CH2:44][O:45][CH3:46].[CH3:47][CH2:48][O:49][C:50]([CH3:51])=[O:52].[Na+:1].[Na+:2].[O-:3][C:4](=[O:5])[O-:6].[OH2:53].[n:7]1[cH:8][n:9][cH:10][c:11]([B:13]([OH:14])[OH:15])[cH:12]1>>[n:7]1[cH:8][n:9][cH:10][c:11](-[c:27]2[cH:26][cH:25][c:24]3[c:29]([cH:28]2)[C:30]2([c:19]4[cH:18][c:17]([Br:16])[cH:22][cH:21][c:20]4[O:23]3)[N:31]=[C:32]([NH:35][C:36]([CH3:37])([CH3:38])[CH3:39])[S:33][CH2:34]2)[cH:12]1. The reactants are C(C)(C)(C)OC(=O)N1CCC(CC1)CO (N-(tert-butoxycarbonyl)piperidin-4-ylmethanol), ClC1=CC=C2C(=C1NC1=NC=NC3=CC=CC(=C13)F)OCO2 (4-(6-chloro-2,3-methylenedioxyanilino)-5-fluoroquinazoline). Run in solution, Cl (hydrogen chloride), C(C)OCC (diethyl ether). Reaction conditions: time 3 hour. Product: Cl.Cl.ClC1=CC=C2C(=C1NC1=NC=NC3=CC=CC(=C13)OCC1CCNCC1)OCO2 (4-(6-chloro-2,3-methylenedioxyanilino)-5-piperidin-4-ylmethoxyquinazoline dihydrochloride). Reaction SMILES: C(OC([N:8]1[CH2:13][CH2:12][CH:11]([CH2:14][OH:15])[CH2:10][CH2:9]1)=O)(C)(C)C.[Cl:16][C:17]1[C:22]([NH:23][C:24]2[C:33]3[C:28](=[CH:29][CH:30]=[CH:31][C:32]=3F)[N:27]=[CH:26][N:25]=2)=[C:21]2[O:35][CH2:36][O:37][C:20]2=[CH:19][CH:18]=1>Cl.C(OCC)C>[ClH:16].[ClH:16].[Cl:16][C:17]1[C:22]([NH:23][C:24]2[C:33]3[C:28](=[CH:29][CH:30]=[CH:31][C:32]=3[O:15][CH2:14][CH:11]3[CH2:10][CH2:9][NH:8][CH2:13][CH2:12]3)[N:27]=[CH:26][N:25]=2)=[C:21]2[O:35][CH2:36][O:37][C:20]2=[CH:19][CH:18]=1 |f:4.5.6|. Reported procedure: Using an analogous procedure to that described in Example 37, N-(tert-butoxycarbonyl)piperidin-4-ylmethanol was reacted with 4-(6-chloro-2,3-methylenedioxyanilino)-5-fluoroquinazoline (0.1 g). The product so obtained was dissolved in a 2M solution of hydrogen chloride in diethyl ether (20 ml) and stirred at ambient temperature for 3 hours. The mixture was evaporated and the residue was triturated under diethyl ether. The solid so obtained was washed with diethyl ether and dried under vacuum. The...